From a dataset of the Open Reaction Database (ORD), a public repository of structured organic reaction records. describe an organic reaction: reactants, conditions, products, and yield Reactants: C1NCC2=CC=CC=C12 (isoindoline), C(C)OC(=O)C1(CCC1)C=1C=C2C(C(N(C2=CC1)C(=O)OC(C)(C)C)=O)=O (5-(1-ethoxycarbonylcyclobutyl)-1-tert-butoxycarbonyl-2,3-dioxoindoline). The solvent is O1CCCC1 (tetrahydrofuran). Reaction conditions: temperature 23 celsius, time 1 hour. Product: C(C)(C)(C)OC(=O)NC1=C(C=C(C=C1)C1(CCC1)C(=O)OCC)C(C(=O)N1CC2=CC=CC=C2C1)=O (ethyl 1-[4-(tert-butoxycarbonylamino)-3-(2-isoindolin-2-yl-2-oxoacetyl)phenyl]cyclobutanecarboxylate). Isolated yield 27.7%. RXN SMILES: [CH2:1]1[C:9]2[C:4](=[CH:5][CH:6]=[CH:7][CH:8]=2)[CH2:3][NH:2]1.[CH2:10]([O:12][C:13]([C:15]1([C:19]2[CH:20]=[C:21]3[C:25](=[CH:26][CH:27]=2)[N:24]([C:28]([O:30][C:31]([CH3:34])([CH3:33])[CH3:32])=[O:29])[C:23](=[O:35])[C:22]3=[O:36])[CH2:18][CH2:17][CH2:16]1)=[O:14])[CH3:11]>O1CCCC1>[C:31]([O:30][C:28]([NH:24][C:25]1[CH:26]=[CH:27][C:19]([C:15]2([C:13]([O:12][CH2:10][CH3:11])=[O:14])[CH2:16][CH2:17][CH2:18]2)=[CH:20][C:21]=1[C:22](=[O:36])[C:23]([N:2]1[CH2:3][C:4]2[C:9](=[CH:8][CH:7]=[CH:6][CH:5]=2)[CH2:1]1)=[O:35])=[O:29])([CH3:33])([CH3:32])[CH3:34]. Procedure details: 1.049 g of isoindoline are added to 3.3 g of 5-(1-ethoxycarbonylcyclobutyl)-1-tert-butoxycarbonyl-2,3-dioxoindoline in 50 ml of tetrahydrofuran, and the mixture is subsequently stirred at 23° C. for 1 h. The mixture is evaporated to dryness in vacuo and purified by column chromatography, giving 1.2 g (28%) of ethyl 1-[4-(tert-butoxycarbonylamino)-3-(2-isoindolin-2-yl-2-oxoacetyl)phenyl]cyclobutanecarboxylate; LC-MS retention time: 2.75 min (“nonpolar” gradient). The reactants are COCCOCOc1c(Nc2ccc(OC)cn2)cccc1C(=O)OC, CO. The product is COC(=O)c1cccc(Nc2ccc(OC)cn2)c1O. RXN SMILES: [CH3:1][O:2][CH2:3][CH2:4][O:5][CH2:6][O:7][c:8]1[c:9]([C:10](=[O:11])[O:12][CH3:13])[cH:14][cH:15][cH:16][c:17]1[NH:18][c:19]1[n:20][cH:21][c:22]([O:25][CH3:26])[cH:23][cH:24]1.[CH3:27][OH:28]>>[OH:7][c:8]1[c:9]([C:10](=[O:11])[O:12][CH3:13])[cH:14][cH:15][cH:16][c:17]1[NH:18][c:19]1[n:20][cH:21][c:22]([O:25][CH3:26])[cH:23][cH:24]1.